describe an organic reaction: reactants, conditions, products, and yield From a dataset of the Open Reaction Database (ORD), a public repository of structured organic reaction records. Reaction SMILES: [CH3:8][CH:9]([CH3:10])[CH2:11][C:12]([CH2:13][Cl:14])([OH:15])[c:16]1[cH:17][cH:18][cH:19][cH:20][cH:21]1.[H-:6].[Na+:7].[O:23]=[CH:24][N:25]([CH3:26])[CH3:27].[OH2:22].[nH:1]1[n:2][cH:3][n:4][cH:5]1>>[n:1]1([CH2:13][C:12]([CH2:11][CH:9]([CH3:8])[CH3:10])([OH:15])[c:16]2[cH:17][cH:18][cH:19][cH:20][cH:21]2)[n:2][cH:3][n:4][cH:5]1. Starting materials: CC(C)CC(O)(CCl)c1ccccc1, [H-], [Na+], CN(C)C=O, O, c1nc[nH]n1. Yields the product CC(C)CC(O)(Cn1cncn1)c1ccccc1.